This data is from the Open Reaction Database (ORD), a public repository of structured organic reaction records. The task is: describe an organic reaction: reactants, conditions, products, and yield Reactants: ClCC1=CC=C(O1)C(=O)OCC (ethyl 5-chloromethyl-2-furancarboxylate), [I-].[K+] (potassium iodide), [N+](=O)([O-])C1=CC=C(C=C1)CC(C)=O (p-nitrophenylacetone), [H-].[Na+] (sodium hydride). Solvent: CN(C=O)C (dimethylformamide), C(C)OCC (ethyl ether), O (Water), CN(C=O)C (dimethylformamide), C(C)(=O)O (acetic acid). Product: [N+](=O)([O-])C1=CC=C(C=C1)C(CC1=CC=C(O1)C(=O)OCC)C(C)=O (ethyl 5-{2-(4-nitrophenyl)-3-oxobutyl}-2-furancarboxylate). Yield: 98.8%. Reaction SMILES: [N+:1]([C:4]1[CH:9]=[CH:8][C:7]([CH2:10][C:11](=[O:13])[CH3:12])=[CH:6][CH:5]=1)([O-:3])=[O:2].[H-].[Na+].Cl[CH2:17][C:18]1[O:22][C:21]([C:23]([O:25][CH2:26][CH3:27])=[O:24])=[CH:20][CH:19]=1.[I-].[K+]>CN(C)C=O.C(OCC)C.O.C(O)(=O)C>[N+:1]([C:4]1[CH:5]=[CH:6][C:7]([CH:10]([C:11](=[O:13])[CH3:12])[CH2:17][C:18]2[O:22][C:21]([C:23]([O:25][CH2:26][CH3:27])=[O:24])=[CH:20][CH:19]=2)=[CH:8][CH:9]=1)([O-:3])=[O:2] |f:1.2,4.5|. Procedure: 3.00 g of p-nitrophenylacetone was dissolved in 50 ml of dimethylformamide, and 0.70 g of 60% oily sodium hydride was added under cooling with ice with stirring, followed by stirring at the same temperature for 10 minutes. 5 ml of a dimethylformamide solution containing 3.40 g of ethyl 5-chloromethyl-2-furancarboxylate, and 3.05 g of potassium iodide were added thereto, followed by stirring at room temperature for 2.5 hours. Then, the reaction solution was acidified by an addition of acetic acid...